From a dataset of the Open Reaction Database (ORD), a public repository of structured organic reaction records. describe an organic reaction: reactants, conditions, products, and yield The reactants are C1(=CC=CC=C1)C=CC(=O)C1=CC=CC=C1 (chalcone), O (water), C(C)(=O)C1=CC=CC=C1 (acetophenone), aromatic aldehyde, [OH-].[K+] (KOH), O (H2O). Solvent: CO (CH3OH). Product: OC1=C(C(=CC(=C1)O)OC)C=CC(=O)C1=CC=CC=C1 (2,4-dihydroxy-6-methoxychalcone). Reaction SMILES: [C:1]1([CH:7]=[CH:8][C:9]([C:11]2[CH:16]=[CH:15][CH:14]=[CH:13][CH:12]=2)=[O:10])[CH:6]=[CH:5][CH:4]=[CH:3][CH:2]=1.[C:17](C1C=CC=CC=1)(=[O:19])C.[OH-:26].[K+].[OH2:28]>CO>[OH:26][C:6]1[CH:5]=[C:4]([OH:28])[CH:3]=[C:2]([O:19][CH3:17])[C:1]=1[CH:7]=[CH:8][C:9]([C:11]1[CH:16]=[CH:15][CH:14]=[CH:13][CH:12]=1)=[O:10] |f:2.3|. Procedure: To prepare chalcone-related compounds, the corresponding acetophenone (1.2 mmol), aromatic aldehyde (1.4 mmol), KOH (1.5 g, 26.7 mmol), H2O (1.5 mL) and CH3OH (3.0 mL) were stirred at room temperature (e.g., 25° C.) for 1 to 48 hours. Deionized water (50 mL) was added and the solution was extracted with EtOAc (2×30 mL), the organic layer was dried over MgSO4 and evaporated. The crude extract was subjected to column chromatography using hexanes-EtOAc gradient (10:1 to 1:1). To obtain 2,4-dihydrox...